This data is from the Open Reaction Database (ORD), a public repository of structured organic reaction records. The task is: describe an organic reaction: reactants, conditions, products, and yield Reactants: ClC1=CC=C2CCC(C2=C1)(C)C (6-chloro-1,1-dimethylindane), CC(=O)C (acetone), S(=O)(=O)([O-])[O-].[Mg+2] (magnesium sulfate), [Mn](=O)(=O)(=O)[O-].[K+] (potassium permanganate). Solvent: O (water). Reaction conditions: time 8 hour. The product is ClC=1C=C2C(CC(C2=CC1)=O)(C)C (5-chloro-3,3-dimethylindan-1-one). Yield: 67.0%. RXN SMILES: [Cl:1][C:2]1[CH:10]=[C:9]2[C:5]([CH2:6][CH2:7][C:8]2([CH3:12])[CH3:11])=[CH:4][CH:3]=1.CC(C)=[O:15].S([O-])([O-])(=O)=O.[Mg+2].[Mn]([O-])(=O)(=O)=O.[K+]>O>[Cl:1][C:2]1[CH:10]=[C:9]2[C:5](=[CH:4][CH:3]=1)[C:6](=[O:15])[CH2:7][C:8]2([CH3:12])[CH3:11] |f:2.3,4.5|. Procedure: To a solution of 6-chloro-1,1-dimethylindane (6.00 g, 0.0332 mol) in acetone (100 mL, 2 mol) was added 1.5 M of magnesium sulfate in water (30 mL) and potassium permanganate (12.3 g, 0.0780 mol). The reaction was stirred overnight, the resulting deposit was filtered, and the solution was concentrated to a reduced volume. The solution was extracted with EtOAc (3×100 ml) and the organic layer was concentrated. Purification by flash chromatography (10% EtOAc/hexanes) afforded the title compound (4....